This data is from the Open Reaction Database (ORD), a public repository of structured organic reaction records. The task is: describe an organic reaction: reactants, conditions, products, and yield Starting materials: C([O-])(O)=O.[Ca+2].C([O-])(O)=O (calcium bicarbonate). Solvent: O (water). Yields the product C(O)([O-])=O.[Ca+2].C(O)([O-])=O (calcium hydrogencarbonate), C(=O)=O (carbon dioxide). RXN SMILES: [C:1](=[O:4])([OH:3])[O-:2].[Ca+2:5].[C:6](=[O:9])([OH:8])[O-:7]>O>[C:1](=[O:2])([O-:4])[OH:3].[Ca+2:5].[C:6](=[O:7])([O-:9])[OH:8].[C:1](=[O:3])=[O:2] |f:0.1.2,4.5.6|. Procedure: The main cause of hard water is generally dissolved calcium bicarbonate (Ca(HCO3)2). In limestone or chalk regions, calcium hydrogencarbonate is formed by the action of dissolved carbon dioxide on calcium carbonate. In some areas, hardness also results from dissolved calcium sulfate (CaSO4).